This data is from the Open Reaction Database (ORD), a public repository of structured organic reaction records. The task is: describe an organic reaction: reactants, conditions, products, and yield Starting materials: ClC1=NC=2C3=C(C=NC2C=C1)N=NN3C3CCN(CC3)C(C(C)C)=O (1-(4-(8-chloro-1H-[1,2,3]triazolo[4,5-c][1,5]naphthyridin-1-yl)piperidin-1-yl)-2-methylpropan-1-one), CC1(OB(OC1(C)C)C=1C=C(C(=NC1)N)C(F)(F)F)C (5-(4,4,5,5-tetramethyl-1,3,2-dioxaborolan-2-yl)-3-(trifluoromethyl)pyridin-2-amine), C(=O)([O-])[O-].[K+].[K+] (K2CO3). The reagents and catalysts are C1=CC=C(C=C1)P([C-]2C=CC=C2)C3=CC=CC=C3.C1=CC=C(C=C1)P([C-]2C=CC=C2)C3=CC=CC=C3.Cl[Pd]Cl.[Fe+2] (Pd(dppf)Cl2). Solvent: O1CCOCC1.O (dioxane H2O). The product is NC1=C(C=C(C=N1)C1=NC=2C3=C(C=NC2C=C1)N=NN3C3CCN(CC3)C(C(C)C)=O)C(F)(F)F (1-(4-(8-(6-amino-5-(trifluoromethyl)pyridin-3-yl)-1H-[1,2,3]triazolo[4,5-c][1,5]naphthyridin-1-yl)piperidin-1-yl)-2-methylpropan-1-one). The yield is 55.9%. As a reaction SMILES: Cl[C:2]1[CH:11]=[CH:10][C:9]2[N:8]=[CH:7][C:6]3[N:12]=[N:13][N:14]([CH:15]4[CH2:20][CH2:19][N:18]([C:21](=[O:25])[CH:22]([CH3:24])[CH3:23])[CH2:17][CH2:16]4)[C:5]=3[C:4]=2[N:3]=1.CC1(C)C(C)(C)OB([C:34]2[CH:35]=[C:36]([C:41]([F:44])([F:43])[F:42])[C:37]([NH2:40])=[N:38][CH:39]=2)O1.C([O-])([O-])=O.[K+].[K+]>O1CCOCC1.O.C1C=CC(P(C2C=CC=CC=2)[C-]2C=CC=C2)=CC=1.C1C=CC(P(C2C=CC=CC=2)[C-]2C=CC=C2)=CC=1.Cl[Pd]Cl.[Fe+2]>[NH2:40][C:37]1[N:38]=[CH:39][C:34]([C:2]2[CH:11]=[CH:10][C:9]3[N:8]=[CH:7][C:6]4[N:12]=[N:13][N:14]([CH:15]5[CH2:20][CH2:19][N:18]([C:21](=[O:25])[CH:22]([CH3:24])[CH3:23])[CH2:17][CH2:16]5)[C:5]=4[C:4]=3[N:3]=2)=[CH:35][C:36]=1[C:41]([F:44])([F:42])[F:43] |f:2.3.4,5.6,7.8.9.10|. Procedure details: A mixture of 1-(4-(8-chloro-1H-[1,2,3]triazolo[4,5-c][1,5]naphthyridin-1-yl)piperidin-1-yl)-2-methylpropan-1-one (60 mg, 0.17 mmol), 5-(4,4,5,5-tetramethyl-1,3,2-dioxaborolan-2-yl)-3-(trifluoromethyl)pyridin-2-amine (53 mg, 0.18 mmol), K2CO3 (70 mg, 0.51 mmol) and Pd(dppf)Cl2 (6 mg) in dioxane/H2O (3:1, 4 mL) was stirred and microwaved at 160° C. for 0.5 h. The solvent was removed, and the residue was purified by ISCO (MeOH/H2O=20%-80%) to afford 1-(4-(8-(6-amino-5-(trifluoromethyl)pyridin-3-yl)... Reactants: CC(C)(C)OC(=O)N1CCC(=O)CC1, CC(=O)O[BH-](OC(C)=O)OC(C)=O, CC(=O)O, Nc1ccccc1Cl, ClCCCl, [Na+]. Reaction SMILES: [C:1]([CH3:2])([CH3:3])([CH3:4])[O:5][C:6](=[O:7])[N:8]1[CH2:9][CH2:10][C:11](=[O:14])[CH2:12][CH2:13]1.[C:27]([O:28][BH-:29]([O:30][C:31](=[O:32])[CH3:33])[O:34][C:35](=[O:36])[CH3:37])(=[O:38])[CH3:39].[CH3:23][C:24](=[O:25])[OH:26].[Cl:15][c:16]1[c:17]([NH2:18])[cH:19][cH:20][cH:21][cH:22]1.[Cl:41][CH2:42][CH2:43][Cl:44].[Na+:40]>>[C:1]([CH3:2])([CH3:3])([CH3:4])[O:5][C:6](=[O:7])[N:8]1[CH2:9][CH2:10][CH:11]([NH:18][c:17]2[c:16]([Cl:15])[cH:22][cH:21][cH:20][cH:19]2)[CH2:12][CH2:13]1. Yields the product CC(C)(C)OC(=O)N1CCC(Nc2ccccc2Cl)CC1. Reactants: COC1=C2C=CC=CC2=C2OC(C=3C=COC3C2=C1)=O (6-Methoxy-11,15-dioxa-cyclopenta[a]phenanthren-12-one), C1=CC=CC2=CC=C3C=4OC=CC4C(OC3=C12)=O (11,15-Dioxa-cyclopenta[a]phenanthren-12-one), OC1COC=2C3=CC(=C4C=CC=CC4=C3OC(C12)=O)OC (17-Hydroxy-6-methoxy-16,17-dihydro-11,15-dioxa-cyclopenta[a]phenanthren-12-one). Yields the product CC1=COC=2C3=CC=C4C=CC=CC4=C3OC(C12)=O (17-Methyl-11,15-dioxa-cyclopenta[a]phenanthren-12-one). Reaction SMILES: CO[C:3]1[CH:19]=[C:18]2[C:10]([O:11][C:12](=[O:20])[C:13]3[CH:14]=[CH:15][O:16][C:17]=32)=[C:9]2[C:4]=1[CH:5]=[CH:6][CH:7]=[CH:8]2.[CH:21]1C2C(=CC=C3C=2OC(=O)C2C=COC3=2)C=CC=1.OC1C2C(=O)OC3C(=CC(OC)=C4C=3C=CC=C4)C=2OC1>>[CH3:21][C:14]1[C:13]2[C:12](=[O:20])[O:11][C:10]3[C:18](=[CH:19][CH:3]=[C:4]4[C:9]=3[CH:8]=[CH:7][CH:6]=[CH:5]4)[C:17]=2[O:16][CH:15]=1. Procedure: 6-Methoxy-11,15-dioxa-cyclopenta[a]phenanthren-12-one (4e) The procedure was identical to that used for the preparation of 4a: 85% yield (starting with 12 mg 3e); mp 194-195° C.; LC/MSD-Trap-positive (m/z, %): 267 (M++1, 100), 289 (M++Na, 30); 1H NMR δ 4.11 (1H, s, OCH3-6), 7.07 (1H, d, J=2.1 Hz, H-17), 7.13 (1H, s, H-7), 7.68 (3H, m, H-2, 3, 16), 8.31 (1H, dd, J=1.8 Hz, 6.9 Hz, H-4), 8.57 (1H, dd, J=1.8 Hz, 7.8 Hz, H-1).